From a dataset of the Open Reaction Database (ORD), a public repository of structured organic reaction records. describe an organic reaction: reactants, conditions, products, and yield Starting materials: [BH4-], CCO, [Na+], O=C(CO)c1ccccc1-c1ccc2[nH]c(COc3ccc(C(F)(F)F)cc3)nc2c1. Yields the product OCC(O)c1ccccc1-c1ccc2[nH]c(COc3ccc(C(F)(F)F)cc3)nc2c1. Reaction SMILES: [BH4-:32].[CH3:34][CH2:35][OH:36].[Na+:33].[OH:1][CH2:2][C:3](=[O:4])[c:5]1[c:6](-[c:11]2[cH:12][c:13]3[c:14]([nH:15][c:16]([CH2:18][O:19][c:20]4[cH:21][cH:22][c:23]([C:26]([F:27])([F:28])[F:29])[cH:24][cH:25]4)[n:17]3)[cH:30][cH:31]2)[cH:7][cH:8][cH:9][cH:10]1>>[OH:1][CH2:2][CH:3]([OH:4])[c:5]1[c:6](-[c:11]2[cH:12][c:13]3[c:14]([nH:15][c:16]([CH2:18][O:19][c:20]4[cH:21][cH:22][c:23]([C:26]([F:27])([F:28])[F:29])[cH:24][cH:25]4)[n:17]3)[cH:30][cH:31]2)[cH:7][cH:8][cH:9][cH:10]1. Reactants: COC1=CC=C(COCCCCCCCC(C=C)O)C=C1 (10-((4-methoxybenzyl)oxy)-1-decene-3-ol), C(#N)C1=C(C(=O)C(=C(C1=O)Cl)Cl)C#N (DDQ), S(=S)(=O)([O-])[O-].[Na+].[Na+] (sodium thiosulfate). Run in C(Cl)Cl (methylene chloride), C([O-])(O)=O.[Na+] (sodium bicarbonate). The product is C=CC(CCCCCCCO)O (1-decene-3,10-diol). Reaction SMILES: COC1C=CC(C[O:8][CH2:9][CH2:10][CH2:11][CH2:12][CH2:13][CH2:14][CH2:15][CH:16]([OH:19])[CH:17]=[CH2:18])=CC=1.C(C1C(=O)C(Cl)=C(Cl)C(=O)C=1C#N)#N.S([O-])([O-])(=O)=S.[Na+].[Na+]>C(Cl)Cl.C(=O)(O)[O-].[Na+]>[CH2:18]=[CH:17][CH:16]([OH:19])[CH2:15][CH2:14][CH2:13][CH2:12][CH2:11][CH2:10][CH2:9][OH:8] |f:2.3.4,6.7|. Procedure details: To an aqueous solution of 10-((4-methoxybenzyl)oxy)-1-decene-3-ol (590 mg, 2.02 mmol, 1.00 eq.) in methylene chloride (20.0 mL) and saturated sodium bicarbonate (10.0 mL), was added DDQ (687 mg, 3.03 mmol, 1.50 eq.) at room temperature. The mixture was allowed to react at the same temperature for 5 hours, and then the reaction solution was poured into 10% aqueous sodium thiosulfate solution. The organic phase was extracted with ethyl acetate, and then the resulting organic phase was washed with ... Product: CC(C)(C)OC(=O)N1CCC(Sc2ccccc2Br)CC1. Starting materials: Sc1ccccc1Br, CC(C)(C)OC(=O)N1CCC(OS(C)(=O)=O)CC1, O=C([O-])[O-], [Cs+], [Cs+], CN(C)C=O, O. Reaction SMILES: [Br:1][c:2]1[c:3]([SH:8])[cH:4][cH:5][cH:6][cH:7]1.[C:15]([CH3:16])([CH3:17])([CH3:18])[O:19][C:20](=[O:21])[N:22]1[CH2:23][CH2:24][CH:25]([O:28][S:29]([CH3:30])(=[O:31])=[O:32])[CH2:26][CH2:27]1.[C:9](=[O:10])([O-:11])[O-:12].[Cs+:13].[Cs+:14].[O:33]=[CH:34][N:35]([CH3:36])[CH3:37].[OH2:38]>>[Br:1][c:2]1[c:3]([S:8][CH:25]2[CH2:24][CH2:23][N:22]([C:20]([O:19][C:15]([CH3:16])([CH3:17])[CH3:18])=[O:21])[CH2:27][CH2:26]2)[cH:4][cH:5][cH:6][cH:7]1. Starting materials: BrC1=C(C=C(C=C1)N1C=NC=C1)OC (1-(4-bromo-3-methoxyphenyl)-1H-imidazole), C(CCC)[Li] (n-butyl lithium), hexanes, B(OC)(OC)OC (trimethyl borate). The solvent is C1CCOC1 (THF). Reaction conditions: temperature -78 celsius, time 15 minute. Yields the product N1(C=NC=C1)C1=CC(=C(C=C1)B(O)O)OC ((4-(1H-imidazol-1-yl)-2-methoxyphenyl)boronic acid). Reaction SMILES: Br[C:2]1[CH:7]=[CH:6][C:5]([N:8]2[CH:12]=[CH:11][N:10]=[CH:9]2)=[CH:4][C:3]=1[O:13][CH3:14].C([Li])CCC.[B:20](OC)([O:23]C)[O:21]C>C1COCC1>[N:8]1([C:5]2[CH:6]=[CH:7][C:2]([B:20]([OH:23])[OH:21])=[C:3]([O:13][CH3:14])[CH:4]=2)[CH:12]=[CH:11][N:10]=[CH:9]1. Reported procedure: To a stirred solution of 1-(4-bromo-3-methoxyphenyl)-1H-imidazole in THF (5 mL) was added 2.5 M n-butyl lithium in hexanes (0.348 ml, 0.869 mmol) dropwise at −78° C. over 15 min. After addition was complete, the reaction solution was stirred at −78° C. for 15 min, and trimethyl borate (0.353 mL, 3.16 mmol) was added. The reaction was allowed to warm to RT, and continued to stir overnight. The reaction was quenched with 1 M HCl aqueous solution to pH 2, diluted with water and extracted with DCM (... The reactants are O=C([O-])[O-], CCOC(=O)C(C)(C)Br, CCOC(C)=O, CC#N, Oc1ccc(Cl)nc1, [Cs+], [Cs+], O. The product is CCOC(=O)C(C)(C)Oc1ccc(Cl)nc1. RXN SMILES: [C:18](=[O:19])([O-:20])[O-:21].[CH2:9]([CH3:10])[O:11][C:12]([C:13]([CH3:14])([CH3:15])[Br:16])=[O:17].[CH3:24][CH2:25][O:26][C:27](=[O:28])[CH3:29].[CH3:30][C:31]#[N:32].[Cl:1][c:2]1[cH:3][cH:4][c:5]([OH:8])[cH:6][n:7]1.[Cs+:22].[Cs+:23].[OH2:33]>>[Cl:1][c:2]1[cH:3][cH:4][c:5]([O:8][C:13]([C:12]([O:11][CH2:9][CH3:10])=[O:17])([CH3:14])[CH3:15])[cH:6][n:7]1.